Dataset: the Open Reaction Database (ORD), a public repository of structured organic reaction records. Task: describe an organic reaction: reactants, conditions, products, and yield As a reaction SMILES: Cl.C(O[CH:5]([C:7]1[CH:8]=[C:9]2[C:13](=[CH:14][CH:15]=1)[NH:12][N:11]=[C:10]2[C:16]1[CH:21]=[CH:20][C:19]([F:22])=[CH:18][CH:17]=1)[NH2:6])C.[C:23]([N:26]1[CH2:31][CH2:30][N:29]([CH2:32][C:33]([NH:35][NH2:36])=O)[CH2:28][CH2:27]1)(=[O:25])[CH3:24].C[O-].[Na+]>CO>[C:23]([N:26]1[CH2:31][CH2:30][N:29]([CH2:32][C:33]2[NH:6][C:5]([C:7]3[CH:8]=[C:9]4[C:13](=[CH:14][CH:15]=3)[NH:12][N:11]=[C:10]4[C:16]3[CH:21]=[CH:20][C:19]([F:22])=[CH:18][CH:17]=3)=[N:36][N:35]=2)[CH2:28][CH2:27]1)(=[O:25])[CH3:24] |f:0.1,3.4|. Yields the product C(C)(=O)N1CCN(CC1)CC1=NN=C(N1)C=1C=C2C(=NNC2=CC1)C1=CC=C(C=C1)F (1-Acetyl-4-({5-[3-(4-fluorophenyl)(1H-indazol-5-yl)](4H-1,2,4-triazol-3-yl)}methyl)piperazine). Isolated yield 5.2%. Reactants: Cl.C(C)OC(N)C=1C=C2C(=NNC2=CC1)C1=CC=C(C=C1)F (ethoxy[3-(4-fluorophenyl)(1H-indazole-5-yl)]methaneamine hydrochloride), C(C)(=O)N1CCN(CC1)CC(=O)NN (2-(4-acetylpiperazinyl)-N-aminoacetamide), C[O-].[Na+] (sodium methoxide). Procedure details: The procedure described for Example 283 B was followed using ethoxy[3-(4-fluorophenyl)(1H-indazole-5-yl)]methaneamine hydrochloride (600 mg, 1.88 mmol), 2-(4-acetylpiperazinyl)-N-aminoacetamide (1.12 g, 5.64 mmol), sodium methoxide (1.3 mL, 5.64 mmol), and methanol (8 mL) to yield the title compound (41 mg, 5% yield). 1H NMR (DMSO-d6) δ 13.8 (s, 1H), 8.6 (s, 1H), 8.0 (m, 5H), 7.6 (m, 2H), 7.4 (t, 3H), 4.6 (m, 2H), ES-MS (m/z) 420 [M+1]+. Solvent: CO (methanol). Reactants: [Al+3], O=C([O-])C(O)C(O)C(=O)[O-], C1CCOC1, CCOC(=O)C1CCN(C(C)C)CC1, [H-], [H-], [H-], [H-], [K+], [Li+], [Na+]. The product is CC(C)N1CCC(CO)CC1. Reaction SMILES: [Al+3:16].[C:21]([CH:22]([CH:23]([C:24]([O-:25])=[O:26])[OH:27])[OH:28])([O-:29])=[O:30].[CH2:33]1[O:34][CH2:35][CH2:36][CH2:37]1.[CH:1]([CH3:2])([CH3:3])[N:4]1[CH2:5][CH2:6][CH:7]([C:10](=[O:11])[O:12][CH2:13][CH3:14])[CH2:8][CH2:9]1.[H-:15].[H-:18].[H-:19].[H-:20].[K+:31].[Li+:17].[Na+:32]>>[CH:1]([CH3:2])([CH3:3])[N:4]1[CH2:5][CH2:6][CH:7]([CH2:10][OH:11])[CH2:8][CH2:9]1. Reactants: C(C1=CC=CC=C1)(=O)O (benzoic acid), ClC(C(=O)OC)(Cl)Cl (methyl trichloroacetate), C([O-])([O-])=O.[K+].[K+] (potassium carbonate), 18-crown-6 cyclic polyether. Reaction conditions: temperature 150 celsius, time 3 hour. The product is COC(C1=CC=CC=C1)=O (methylbenzoate). The yield is 85.0%. As a reaction SMILES: [C:1]([OH:9])(=[O:8])[C:2]1[CH:7]=[CH:6][CH:5]=[CH:4][CH:3]=1.Cl[C:11](Cl)(Cl)C(OC)=O.C(=O)([O-])[O-].[K+].[K+]>>[CH3:11][O:8][C:1](=[O:9])[C:2]1[CH:7]=[CH:6][CH:5]=[CH:4][CH:3]=1 |f:2.3.4|. Procedure details: A mixture of benzoic acid (1.53 g, 0.0125 mole), methyl trichloroacetate (2.22 g, 0.0125 mole), potassium carbonate (0.035 g) and 18-crown-6 cyclic polyether (0.066 g) was placed in a 25 ml round-bottom flask fitted with a stirrer, distillation head, dry ice receiver and trap. The mixture was heated with stirring to 150° C. Gas evolution was observed to begin at about 90° C. After about 3 hours, the heating was discontinued. The trap contained CHCl3 (approx. 1.5 g). Distillation of the remaining... Starting materials: Intermediate 11, FC1=C(N)C(=CC=C1)F (2,6-difluoroaniline), C([O-])(O)=O.[Na+] (sodium bicarbonate), BrCC(=O)OC (Methyl bromoacetate), C([O-])(O)=O.[Na+] (sodium bicarbonate). Solvent: ClCC(=O)OC (methyl chloroacetate). Run at time 16 hour. Product: COC(CNC1=C(C=CC=C1F)F)=O (N-(2,6-Difluorophenyl)glycine methyl ester). As a reaction SMILES: [F:1][C:2]1[CH:8]=[CH:7][CH:6]=[C:5]([F:9])[C:3]=1[NH2:4].C(=O)(O)[O-].[Na+].Br[CH2:16][C:17]([O:19][CH3:20])=[O:18]>ClCC(OC)=O>[CH3:20][O:19][C:17](=[O:18])[CH2:16][NH:4][C:3]1[C:2]([F:1])=[CH:8][CH:7]=[CH:6][C:5]=1[F:9] |f:1.2|. Procedure details: A suspension of 2,6-difluoroaniline (15.0 g) and sodium bicarbonate (19.5 g) in methyl chloroacetate (15.2 ml) was stirred at 90°-100° under nitrogen for 16 h. Methyl bromoacetate (11.0 ml) and sodium bicarbonate (9.75 g) were added, and the suspension was stirred at 90°-100° for a further 5 h. Work up according to the method of Intermediate 11 gave an oil (14.7 g) which was purified by FCC eluting with system A (1:8) to give the title compound (8.27 g) as an oil, t.l.c. (System A, 1:8) Rf 0.3. The reactants are O=C([O-])[O-], CC(C)(C)OC(=O)NCCCBr, [Cs+], [Cs+], CC(C)(C)OC(=O)n1nc2c3cc4ccccc4cc3[nH]c(=O)n2c1=O, CN(C)C=O. Product: CC(C)(C)OC(=O)NCCCn1c(=O)n2c(=O)n(C(=O)OC(C)(C)C)nc2c2cc3ccccc3cc21. As a reaction SMILES: [C:27](=[O:28])([O-:29])[O-:30].[C:33]([CH3:34])([CH3:35])([CH3:36])[O:37][C:38]([NH:39][CH2:40][CH2:41][CH2:42][Br:43])=[O:44].[Cs+:31].[Cs+:32].[O:1]=[c:2]1[n:3]([C:20](=[O:21])[O:22][C:23]([CH3:24])([CH3:25])[CH3:26])[n:4][c:5]2[n:6]1[c:7](=[O:19])[nH:8][c:9]1[cH:10][c:11]3[c:12]([cH:13][c:14]21)[cH:15][cH:16][cH:17][cH:18]3.[O:45]=[CH:46][N:47]([CH3:48])[CH3:49]>>[O:1]=[c:2]1[n:3]([C:20](=[O:21])[O:22][C:23]([CH3:24])([CH3:25])[CH3:26])[n:4][c:5]2[n:6]1[c:7](=[O:19])[n:8]([CH2:42][CH2:41][CH2:40][NH:39][C:38]([O:37][C:33]([CH3:34])([CH3:35])[CH3:36])=[O:44])[c:9]1[cH:10][c:11]3[c:12]([cH:13][c:14]21)[cH:15][cH:16][cH:17][cH:18]3.